This data is from the Open Reaction Database (ORD), a public repository of structured organic reaction records. The task is: describe an organic reaction: reactants, conditions, products, and yield Reactants: N[C@H]1[C@@H](CCCC1)N (trans-1,2-diaminocyclohexane), COC(C1=C(C=CC(=C1)S(=O)(=O)C)I)=O (2-Iodo-5-methanesulfonyl-benzoic acid methyl ester), CC=1C=NNC1 (4-methylpyrazole), C([O-])([O-])=O.[K+].[K+] (potassium carbonate). The reagents and catalysts are [Cu]I (CuI). The solvent is O1CCOCC1 (dioxane), O (water), ClCCl (dichloromethane). Run at temperature 120 celsius. Yields the product COC(C1=C(C=CC(=C1)S(=O)(=O)C)N1N=CC(=C1)C)=O (5-Methanesulfonyl-2-(4-methyl-pyrazol-1-yl)-benzoic acid methyl ester). Isolated yield 57.0%. As a reaction SMILES: [CH3:1][O:2][C:3](=[O:15])[C:4]1[CH:9]=[C:8]([S:10]([CH3:13])(=[O:12])=[O:11])[CH:7]=[CH:6][C:5]=1I.[CH3:16][C:17]1[CH:18]=[N:19][NH:20][CH:21]=1.C(=O)([O-])[O-].[K+].[K+].N[C@@H]1CCCC[C@H]1N>O1CCOCC1.[Cu]I.O.ClCCl>[CH3:1][O:2][C:3](=[O:15])[C:4]1[CH:9]=[C:8]([S:10]([CH3:13])(=[O:12])=[O:11])[CH:7]=[CH:6][C:5]=1[N:19]1[CH:18]=[C:17]([CH3:16])[CH:21]=[N:20]1 |f:2.3.4|. Procedure details: In a glass tube was added successively 0.29 mmol 2-Iodo-5-methanesulfonyl-benzoic acid methyl ester (example B19(c)), 0.35 mmol 4-methylpyrazole, 0.59 mmol potassium carbonate, 0.06 mmol CuI and a solution of 0.12 mmol trans-1,2-diaminocyclohexane in 0.4 ml dioxane (degassed). The tube was filled with argon and sealed with a cap. The reaction mixture was heated at 120° C. overnight. The reaction mixture was cooled down to room temperature, dichloromethane and water were added. The aqueous phase ... Starting materials: ester, COC(=O)C=1C=C(C=C(C1)C=1SC=CN1)C1=CC=C(C=C1)C (4′-methyl-5-thiazol-2-yl-biphenyl-3-carboxylic acid methyl ester), O[Li].O (LiOH—H2O). Run in C1CCOC1 (THF), O (H2O). The product is CC1=CC=C(C=C1)C1=CC(=CC(=C1)C=1SC=CN1)C(=O)O (4′-Methyl-5-thiazol-2-yl-biphenyl-3-carboxylic acid). The yield is 74.5%. RXN SMILES: C[O:2][C:3]([C:5]1[CH:6]=[C:7]([C:16]2[CH:21]=[CH:20][C:19]([CH3:22])=[CH:18][CH:17]=2)[CH:8]=[C:9]([C:11]2[S:12][CH:13]=[CH:14][N:15]=2)[CH:10]=1)=[O:4].O[Li].O>C1COCC1.O>[CH3:22][C:19]1[CH:18]=[CH:17][C:16]([C:7]2[CH:8]=[C:9]([C:11]3[S:12][CH:13]=[CH:14][N:15]=3)[CH:10]=[C:5]([C:3]([OH:4])=[O:2])[CH:6]=2)=[CH:21][CH:20]=1 |f:1.2|. Procedure details: To a solution of 4′-methyl-5-thiazol-2-yl-biphenyl-3-carboxylic acid methyl ester (0.310 g, 1 mmol) in THF (10 mL) was added a solution of LiOH—H2O (1.2 mmol) in H2O (15 mL) at 0° C. The reaction was allowed to warm to room temperature and was stirred until the disappearance of the ester was confirmed by TLC. Solvent was removed under reduced pressure and the aqueous solution was acidified to pH=2 by dropwise addition of 10% aqueous HCl. The resulting solid was collected by filtration and dried ... Product: CC(=O)Nc1c(-c2ccccc2)c(=O)[nH]c2cc(Cl)ccc12. As a reaction SMILES: [CH3:22][C:23]([Cl:24])=[O:25].[H-:20].[NH2:1][c:2]1[c:3](-[c:14]2[cH:15][cH:16][cH:17][cH:18][cH:19]2)[c:4](=[O:13])[nH:5][c:6]2[cH:7][c:8]([Cl:12])[cH:9][cH:10][c:11]12.[Na+:21].[O:26]1[CH2:27][CH2:28][CH2:29][CH2:30]1>>[NH:1]([c:2]1[c:3](-[c:14]2[cH:15][cH:16][cH:17][cH:18][cH:19]2)[c:4](=[O:13])[nH:5][c:6]2[cH:7][c:8]([Cl:12])[cH:9][cH:10][c:11]12)[C:23]([CH3:22])=[O:25]. The reactants are CC(=O)Cl, [H-], Nc1c(-c2ccccc2)c(=O)[nH]c2cc(Cl)ccc12, [Na+], C1CCOC1. Reactants: CCCn1c(=O)c2c(nc(C=Cc3cc(OC)c(OC)cc3S(=O)(=O)O)n2C)n(CCC)c1=O, NCCO. Yields the product CCCn1c(=O)c2c(nc(C=Cc3cc(OC)c(OC)cc3S(=O)(=O)NCCO)n2C)n(CCC)c1=O. As a reaction SMILES: [CH3:1][O:2][c:3]1[cH:4][c:5]([S:31](=[O:32])(=[O:33])[OH:34])[c:6]([CH:7]=[CH:8][c:9]2[n:10][c:11]3[n:12]([CH2:24][CH2:25][CH3:26])[c:13](=[O:23])[n:14]([CH2:20][CH2:21][CH3:22])[c:15](=[O:19])[c:16]3[n:17]2[CH3:18])[cH:27][c:28]1[O:29][CH3:30].[NH2:35][CH2:36][CH2:37][OH:38]>>[CH3:1][O:2][c:3]1[cH:4][c:5]([S:31](=[O:32])(=[O:33])[NH:35][CH2:36][CH2:37][OH:38])[c:6]([CH:7]=[CH:8][c:9]2[n:10][c:11]3[n:12]([CH2:24][CH2:25][CH3:26])[c:13](=[O:23])[n:14]([CH2:20][CH2:21][CH3:22])[c:15](=[O:19])[c:16]3[n:17]2[CH3:18])[cH:27][c:28]1[O:29][CH3:30]. The reactants are CC#N, Cl, COCCCCC(O)(c1cccc(F)c1-c1cccc(C)c1)C1CN(C(=O)OC(C)(C)C)CCO1, [Na+], [OH-]. Product: COCCCCC(O)(c1cccc(F)c1-c1cccc(C)c1)C1CNCCO1. RXN SMILES: [CH3:39][C:40]#[N:41].[ClH:36].[F:1][c:2]1[cH:3][cH:4][cH:5][c:6]([C:15]([CH2:16][CH2:17][CH2:18][CH2:19][O:20][CH3:21])([OH:22])[CH:23]2[O:24][CH2:25][CH2:26][N:27]([C:29]([O:30][C:31]([CH3:32])([CH3:33])[CH3:34])=[O:35])[CH2:28]2)[c:7]1-[c:8]1[cH:9][c:10]([CH3:14])[cH:11][cH:12][cH:13]1.[Na+:38].[OH-:37]>>[F:1][c:2]1[cH:3][cH:4][cH:5][c:6]([C:15]([CH2:16][CH2:17][CH2:18][CH2:19][O:20][CH3:21])([OH:22])[CH:23]2[O:24][CH2:25][CH2:26][NH:27][CH2:28]2)[c:7]1-[c:8]1[cH:9][c:10]([CH3:14])[cH:11][cH:12][cH:13]1. The reactants are FC(C=1SC=C(N1)C(CBr)=O)(F)F (2-trifluoromethyl-4-bromoacetyl-thiazole), CNC(CC1=CC=C(C=C1)OCC(=O)OC)C (N-methyl-2-(4-carbomethoxymethoxyphenyl)-1-methylethylamine). Product: C(=O)(OC)COC1=CC=C(C=C1)CC(C)N(CC(C=1N=C(SC1)C(F)(F)F)O)C (N-[2-(4-Carbomethoxymethoxyphenyl)-1-methylethyl]-N-methyl-2-hydroxy-2-(2-trifluoromethyl-thiazol-4-yl)ethanamine). RXN SMILES: [F:1][C:2]([F:13])([F:12])[C:3]1[S:4][CH:5]=[C:6]([C:8](=[O:11])[CH2:9]Br)[N:7]=1.[CH3:14][NH:15][CH:16]([CH3:30])[CH2:17][C:18]1[CH:23]=[CH:22][C:21]([O:24][CH2:25][C:26]([O:28][CH3:29])=[O:27])=[CH:20][CH:19]=1>>[C:26]([CH2:25][O:24][C:21]1[CH:22]=[CH:23][C:18]([CH2:17][CH:16]([N:15]([CH3:14])[CH2:9][CH:8]([OH:11])[C:6]2[N:7]=[C:3]([C:2]([F:13])([F:12])[F:1])[S:4][CH:5]=2)[CH3:30])=[CH:19][CH:20]=1)([O:28][CH3:29])=[O:27]. Procedure: Prepared analogously to Example 3 by reaction of 2-trifluoromethyl-4-bromoacetyl-thiazole and N-methyl-2-(4-carbomethoxymethoxyphenyl)-1-methylethylamine, followed by reduction and purification of the base on a silica gel column using ethyl acetate/methanol=40:1 as eluant. Reactants: CN(C)CC=1C=C(OCCCN)C=CC1 (3-(3-dimethylaminomethylphenoxy)propylamine), NC1=C(C(C1=O)=O)OC (1-amino-2-methoxycyclobutene-3,4-dione). Solvent: CO (methanol). Yields the product NC1=C(C(C1=O)=O)NCCCOC1=CC(=CC=C1)CN(C)C (1-Amino-2-[3-(3-dimethylaminomethylphenoxy)propylamino]cyclobutene-3,4-dion). Yield: 94.9%. As a reaction SMILES: [CH3:1][N:2]([CH2:4][C:5]1[CH:6]=[C:7]([CH:13]=[CH:14][CH:15]=1)[O:8][CH2:9][CH2:10][CH2:11][NH2:12])[CH3:3].[NH2:16][C:17]1[C:20](=[O:21])[C:19](=[O:22])[C:18]=1OC>CO>[NH2:16][C:17]1[C:20](=[O:21])[C:19](=[O:22])[C:18]=1[NH:12][CH2:11][CH2:10][CH2:9][O:8][C:7]1[CH:13]=[CH:14][CH:15]=[C:5]([CH2:4][N:2]([CH3:3])[CH3:1])[CH:6]=1. Procedure: A mixture of 3-(3-dimethylaminomethylphenoxy)propylamine (1.41 g; 6.77 mmoles) [prepared according to the procedure described in Belgian Patent No. 867,106] and 1-amino-2-methoxycyclobutene-3,4-dione (0.86 g; 6.77 mmoles) in 40 mL of methanol was stirred at ambient temperature for 20 hours and then filtered to give 1.95 g of the title compound.